This data is from the Open Reaction Database (ORD), a public repository of structured organic reaction records. The task is: describe an organic reaction: reactants, conditions, products, and yield Reactants: N1C(=CC2=CC=CC=C12)C(=O)O (1H-indole-2-carboxylic acid), CC([C@H](N)C(=O)N1[C@@H]2CN([C@H](C1)C2)C(=O)OC(C)(C)C)(C)C (1,1-dimethylethyl (1S,4S)-5-(3-methyl-L-valyl)-2,5-diazabicyclo[2.2.1]heptane-2-carboxylate), C(CCl)Cl (EDC), C=1C=CC2=C(C1)N=NN2O (HOBt), CN1CCOCC1 (NMM). Run in C(Cl)Cl (CH2Cl2), C(Cl)Cl (CH2Cl2). Conditions: time 18 hour. Product: N1C(=CC2=CC=CC=C12)C(=O)N[C@@H](C(C)(C)C)C(=O)N1[C@@H]2CN([C@H](C1)C2)C(=O)OC(C)(C)C (1,1-Dimethylethyl (1S,4S)-5-[N-(1H-indol-2-ylcarbonyl)-3-methyl-L-valyl]-2,5-diazabicyclo[2.2.1]heptane-2-carboxylate). Isolated yield 97.9%. Reaction SMILES: [NH:1]1[C:9]2[C:4](=[CH:5][CH:6]=[CH:7][CH:8]=2)[CH:3]=[C:2]1[C:10]([OH:12])=O.[CH3:13][C:14]([CH3:34])([CH3:33])[C@@H:15]([C:17]([N:19]1[CH2:24][C@@H:23]2[CH2:25][C@H:20]1[CH2:21][N:22]2[C:26]([O:28][C:29]([CH3:32])([CH3:31])[CH3:30])=[O:27])=[O:18])[NH2:16].C(Cl)CCl.C1C=CC2N(O)N=NC=2C=1.CN1CCOCC1>C(Cl)Cl>[NH:1]1[C:9]2[C:4](=[CH:5][CH:6]=[CH:7][CH:8]=2)[CH:3]=[C:2]1[C:10]([NH:16][C@H:15]([C:17]([N:19]1[CH2:24][C@@H:23]2[CH2:25][C@H:20]1[CH2:21][N:22]2[C:26]([O:28][C:29]([CH3:32])([CH3:31])[CH3:30])=[O:27])=[O:18])[C:14]([CH3:34])([CH3:33])[CH3:13])=[O:12]. Reported procedure: To a solution of 1H-indole-2-carboxylic acid (14.6 g, 91 mmol) in CH2Cl2 (300 mL) was added 1,1-dimethylethyl (1S,4S)-5-(3-methyl-L-valyl)-2,5-diazabicyclo[2.2.1]heptane-2-carboxylate (28.1 g, 91 mmol), EDC (20.9 g, 109 mmol), HOBt (2.45 g, 18 mmol), and NMM (25.2 g, 249 mmol). The reaction mixture was stirred at room temperature for 18 h. The reaction was diluted with CH2Cl2 and washed with sat. NaHCO3 (150 mL), 1N HCl (150 mL), sat. NaHCO3 (150 mL) and brine (200 mL). The organic layer was dri...